From a dataset of the Open Reaction Database (ORD), a public repository of structured organic reaction records. describe an organic reaction: reactants, conditions, products, and yield The reactants are NC=1C(=NON1)C#N (4-amino-1,2,5-oxadiazole-3-carbonitrile), C(C(C)C)N (isobutylamine), [Al+3].[Cl-].[Cl-].[Cl-] (AlCl3). The solvent is ClC(C)Cl (dichloroethane). Conditions: time 20 minute. Yields the product NC=1C(=NON1)C(=N)NCC(C)C (4-amino-N-isobutyl-1,2,5-oxadiazole-3-carboxamidine). RXN SMILES: [NH2:1][C:2]1[C:3]([C:7]#[N:8])=[N:4][O:5][N:6]=1.[CH2:9]([NH2:13])[CH:10]([CH3:12])[CH3:11].[Al+3].[Cl-].[Cl-].[Cl-]>ClC(Cl)C>[NH2:1][C:2]1[C:3]([C:7]([NH:13][CH2:9][CH:10]([CH3:12])[CH3:11])=[NH:8])=[N:4][O:5][N:6]=1 |f:2.3.4.5|. Reported procedure: To a solution of 4-amino-1,2,5-oxadiazole-3-carbonitrile (220 mg, 2 mmol) and isobutylamine (0.2 mL, 2 mmol) in dichloroethane (1 mL) was added AlCl3 (293 mg, 2.2 mmol). The reaction mixture is stirred for 20 min and then quenched with ice cold water (5 mL). The mixture is extracted with diethyl ether (3×20 mL). Combined extracts was dried over anhydrous Na2SO4 and concentrated under vacuum to afford the title compound as a white solid. MS 184 M+1. The crude product was carried to next step with... Reactants: O=[N+]([O-])c1ccc(CBr)cc1OCc1ccccc1, C[S-], [Na+], CN(C)C=O, O. Product: CSCc1ccc([N+](=O)[O-])c(OCc2ccccc2)c1. As a reaction SMILES: [CH2:1]([c:2]1[cH:3][cH:4][cH:5][cH:6][cH:7]1)[O:8][c:9]1[c:10]([N+:17](=[O:18])[O-:19])[cH:11][cH:12][c:13]([CH2:15][Br:16])[cH:14]1.[CH3:20][S-:21].[Na+:22].[O:24]=[CH:25][N:26]([CH3:27])[CH3:28].[OH2:23]>>[CH2:1]([c:2]1[cH:3][cH:4][cH:5][cH:6][cH:7]1)[O:8][c:9]1[c:10]([N+:17](=[O:18])[O-:19])[cH:11][cH:12][c:13]([CH2:15][S:21][CH3:20])[cH:14]1.